From a dataset of the Open Reaction Database (ORD), a public repository of structured organic reaction records. describe an organic reaction: reactants, conditions, products, and yield Reactants: BrC1=CC=CC(=N1)C(=O)O (6-bromo-pyridine-2-carboxylic acid), O1CCC(=CC1)B1OC(C(O1)(C)C)(C)C (2-(3,6-dihydro-2H-pyran-4-yl)-4,4,5,5-tetramethyl-1,3,2-dioxaborolane), C([O-])([O-])=O.[K+].[K+] (potassium carbonate). The reagents and catalysts are C(Cl)Cl.[Pd](Cl)Cl.C1(=CC=CC=C1)P([C-]1C=CC=C1)C1=CC=CC=C1.[C-]1(C=CC=C1)P(C1=CC=CC=C1)C1=CC=CC=C1.[Fe+2] (1,1′-bis(diphenylphosphino) ferrocene-palladium(II)dichloride methylene chloride). The solvent is O (water). Product: O1CCC(=CC1)C1=CC=CC(=N1)C(=O)O (6-(3,6-Dihydro-2H-pyran-4-yl)-pyridine-2-carboxylic acid). Yield: 30.6%. Reaction SMILES: Br[C:2]1[N:7]=[C:6]([C:8]([OH:10])=[O:9])[CH:5]=[CH:4][CH:3]=1.[O:11]1[CH2:16][CH:15]=[C:14](B2OC(C)(C)C(C)(C)O2)[CH2:13][CH2:12]1.C(=O)([O-])[O-].[K+].[K+]>O.C(Cl)Cl.[Pd](Cl)Cl.C1(P(C2C=CC=CC=2)[C-]2C=CC=C2)C=CC=CC=1.[C-]1(P(C2C=CC=CC=2)C2C=CC=CC=2)C=CC=C1.[Fe+2]>[O:11]1[CH2:12][CH:13]=[C:14]([C:2]2[N:7]=[C:6]([C:8]([OH:10])=[O:9])[CH:5]=[CH:4][CH:3]=2)[CH2:15][CH2:16]1 |f:2.3.4,6.7.8.9.10|. Procedure: Under an atmosphere of nitrogen, a solution of 6-bromo-pyridine-2-carboxylic acid (CAN: 21190-87-4, 1 g, 4.9 mmol), 2-(3,6-dihydro-2H-pyran-4-yl)-4,4,5,5-tetramethyl-1,3,2-dioxaborolane (Example 9-d, 1.1 g, 5.4 mmol), 1,1′-bis(diphenylphosphino) ferrocene-palladium(II)dichloride methylene chloride complex (CAN 95464-05-4, 0.08 g, 0.1 mmol) and potassium carbonate (1.37 g, 10 mmol) in water (50 mL) was stirred for 24 h at 100° C. The reaction mixture was extracted with ethyl acetate (50 mL), the ...